This data is from the Open Reaction Database (ORD), a public repository of structured organic reaction records. The task is: describe an organic reaction: reactants, conditions, products, and yield Starting materials: CN(C)CCN(C#N)c1cnccn1, Cl, [Na+], [OH-]. Product: CN(C)CCN(C(N)=O)c1cnccn1. RXN SMILES: [CH3:1][N:2]([CH2:3][CH2:4][N:5]([C:6]#[N:7])[c:8]1[n:9][cH:10][cH:11][n:12][cH:13]1)[CH3:14].[ClH:17].[Na+:16].[OH-:15]>>[CH3:1][N:2]([CH2:3][CH2:4][N:5]([C:6]([NH2:7])=[O:15])[c:8]1[n:9][cH:10][cH:11][n:12][cH:13]1)[CH3:14]. Starting materials: CC1=NC(=CC=C1O)I (2-Methyl-3-hydroxy-6-iodopyridine), C(C1=CC=CC=C1)Br (benzyl bromide), C([O-])([O-])=O.[K+].[K+] (potassium carbonate). Reagents/catalysts: [I-].C(CCC)[N+](CCCC)(CCCC)CCCC (tetrabutylammonium iodide). The solvent is CC(=O)C (acetone). The product is CC1=NC(=CC=C1OCC1=CC=CC=C1)I (2-Methyl-3-benzyloxy-6-iodopyridine). Isolated yield 91.8%. Reaction SMILES: [CH3:1][C:2]1[C:7]([OH:8])=[CH:6][CH:5]=[C:4]([I:9])[N:3]=1.[CH2:10](Br)[C:11]1[CH:16]=[CH:15][CH:14]=[CH:13][CH:12]=1.C(=O)([O-])[O-].[K+].[K+]>[I-].C([N+](CCCC)(CCCC)CCCC)CCC.CC(C)=O>[CH3:1][C:2]1[C:7]([O:8][CH2:10][C:11]2[CH:16]=[CH:15][CH:14]=[CH:13][CH:12]=2)=[CH:6][CH:5]=[C:4]([I:9])[N:3]=1 |f:2.3.4,5.6|. Procedure details: A suspension of 810 mg (3.45 mmol) of 2-methyl-3-hydroxy-6-iodopyridine (from Step A), 533 μL (4.48 mmol) of benzyl bromide, 953 mg (6.89 mmol) of potassium carbonate and catalytic amount of tetrabutylammonium iodide in 10 mL of acetone was refluxed for 3 h and cooled to rt. Solid was filtered off through a cake of Celite and washed with EtOAc, and the filtrate was concentrated. Chromatography on a Biotage 40M cartridge using 1:19 v/v EtOAc/hexanes as the eluant afforded 1.03 g of the title comp... The reactants are C(C(=O)Cl)(=O)Cl (oxalyl chloride), ice water, CN1C=C(C2=CC=CC=C12)C(=O)O (1-methylindole-3-carboxylic acid), NC1=C(C(=C(C=C1)CC(=O)OC)F)O (Methyl (4-amino-2-fluoro-3-hydroxyphenyl)acetate), B(O)(O)O (boric acid). The solvent is CN(C)C=O (DMF), C(Cl)Cl (methylene chloride). Conditions: temperature 0 celsius. The product is FC1=C(C=CC=2N=C(OC21)C2=CN(C1=CC=CC=C21)C)CC(=O)OC (methyl 7-fluoro-2-(1-methyl-3-indolyl)-6-benzoxazolylacetate). Yield: 3.7%. As a reaction SMILES: [CH3:1][N:2]1[C:10]2[C:5](=[CH:6][CH:7]=[CH:8][CH:9]=2)[C:4]([C:11]([OH:13])=O)=[CH:3]1.C(Cl)(=O)C(Cl)=O.[NH2:20][C:21]1[CH:26]=[CH:25][C:24]([CH2:27][C:28]([O:30][CH3:31])=[O:29])=[C:23]([F:32])[C:22]=1O.B(O)(O)O>CN(C=O)C.C(Cl)Cl>[F:32][C:23]1[C:22]2[O:13][C:11]([C:4]3[C:5]4[C:10](=[CH:9][CH:8]=[CH:7][CH:6]=4)[N:2]([CH3:1])[CH:3]=3)=[N:20][C:21]=2[CH:26]=[CH:25][C:24]=1[CH2:27][C:28]([O:30][CH3:31])=[O:29]. Procedure: To 1-methylindole-3-carboxylic acid (917 mg, 5.23 mmol) was added methylene chloride (20 ml). Under stirring at 0° C., oxalyl chloride (0.68 ml, 7.85 mmol) and DMF (catalytic amount) were added. After stirring at room temperature for 1.5 hours, the reaction mixture was distilled under reduced pressure to remove the solvent. The residue was added with xylene (20 ml). Methyl (4-amino-2-fluoro-3-hydroxyphenyl)acetate (1.0 g, 5.0 mmol) and boric acid (539 mg, 8.72 mmol) were added to the resulting m... Reactants: [N+](=O)([O-])C1=CC=C(C(=O)NC2=CC=C(C=C2)P(O)(=O)O)C=C1 (4-(4-Nitrobenzamido)-benzenephosphonic acid). The reagents and catalysts are [Pd] (Pd/C). Solvent: C(=O)([O-])[O-].[Na+].[Na+] (Na2CO3), O (water), CO (methanol). Yields the product NC1=CC=C(C(=O)NC2=CC=C(C=C2)P(O)(=O)O)C=C1 (4-(4-Aminobenzamido)-benzenephosphonic acid). Reaction SMILES: [N+:1]([C:4]1[CH:22]=[CH:21][C:7]([C:8]([NH:10][C:11]2[CH:16]=[CH:15][C:14]([P:17]([OH:20])(=[O:19])[OH:18])=[CH:13][CH:12]=2)=[O:9])=[CH:6][CH:5]=1)([O-])=O>C([O-])([O-])=O.[Na+].[Na+].O.CO.[Pd]>[NH2:1][C:4]1[CH:22]=[CH:21][C:7]([C:8]([NH:10][C:11]2[CH:16]=[CH:15][C:14]([P:17]([OH:20])(=[O:18])[OH:19])=[CH:13][CH:12]=2)=[O:9])=[CH:6][CH:5]=1 |f:1.2.3|. Procedure: Compound 3f (8.05 g) was dissolved in a mixture of 1 M Na2CO3 (15 ml), water (55 ml) and methanol (30 ml) (pH 8.0) and hydrogenated at room temperature at normal pressure using 10% Pd/C (200 mg) as catalyst. After absorption of the theoretical amount of hydrogen (about 4 hr), the filtrate of the reaction mixture was concentrated to 70 ml and acidified with 2 N HCl to pH 6.0. The monosodium salt of compound 5f precipitated. It was washed with water and dried at about 40° C. C13H13N2O4P (292.4); C... Reactants: O=C(O)c1csc2ccc([N+](=O)[O-])cc12, O=C(O)c1csc2cc([N+](=O)[O-])ccc12. Yields the product NC(=O)c1csc2ccc([N+](=O)[O-])cc12. RXN SMILES: [N+:16](=[O:17])([O-:18])[c:19]1[cH:20][c:21]2[c:22]([s:23][cH:24][c:25]2[C:26](=[O:27])[OH:28])[cH:29][cH:30]1.[N+:1]([c:2]1[cH:3][cH:4][c:5]2[c:6]([C:7]([OH:8])=[O:9])[cH:10][s:11][c:12]2[cH:13]1)([O-:14])=[O:15]>>[NH2:1][C:26]([c:25]1[c:21]2[cH:20][c:19]([N+:16](=[O:17])[O-:18])[cH:30][cH:29][c:22]2[s:23][cH:24]1)=[O:27]. Starting materials: O=Cc1ccc(Cl)s1, ClCCl, COC(=O)C=P(c1ccccc1)(c1ccccc1)c1ccccc1. The product is COC(=O)C=Cc1ccc(Cl)s1. As a reaction SMILES: [Cl:1][c:2]1[cH:3][cH:4][c:5]([CH:7]=[O:8])[s:6]1.[Cl:33][CH2:34][Cl:35].[c:9]1([P:10]([c:11]2[cH:12][cH:13][cH:14][cH:15][cH:16]2)([c:17]2[cH:18][cH:19][cH:20][cH:21][cH:22]2)=[CH:28][C:29](=[O:30])[O:31][CH3:32])[cH:23][cH:24][cH:25][cH:26][cH:27]1>>[Cl:1][c:2]1[cH:3][cH:4][c:5]([CH:7]=[CH:28][C:29](=[O:30])[O:31][CH3:32])[s:6]1. Reactants: Cl (hydrochloric acid), NCC(C1=CC=C(C=C1)F)NCCCO (3-[(2-Amino-1-(4-fluorophenyl)ethyl)amino]-1-propanol), C(=S)=S (carbon disulfide), ( 1 ), ( 16 ). Solvent: C(C)O (ethanol). The product is FC1=CC=C(C=C1)C1CNC(N1CCCO)=S (5-(4-Fluorophenyl)-1-(3-hydroxypropyl)imidazolidine-2-thione). Reaction SMILES: [NH2:1][CH2:2][CH:3]([NH:11][CH2:12][CH2:13][CH2:14][OH:15])[C:4]1[CH:9]=[CH:8][C:7]([F:10])=[CH:6][CH:5]=1.[C:16](=S)=[S:17].Cl>C(O)C>[F:10][C:7]1[CH:6]=[CH:5][C:4]([CH:3]2[N:11]([CH2:12][CH2:13][CH2:14][OH:15])[C:16](=[S:17])[NH:1][CH2:2]2)=[CH:9][CH:8]=1. Reported procedure: Dissolve 5.3 g of the product of Step B in 50 ml of 80% aqueous ethanol, then add 2.02 g of carbon disulfide and reflux the mixture for one (1) hour. Cool the solution then treat with 0.2 ml of concentrated hydrochloric acid and reflux the mixture for sixteen (16) hours. Concentrate the reaction mixture in vacuo, extract with methylene chloride and dry the extract. Concentrate the extract to a residue and triturate with isopropyl ether to obtain the product of this step. Yield 5.2 g M.P. 104°-10... The reactants are C(C)N(CCCN1N=C(C2=C(C=CC=C12)O)NCCCN(CC)CC)CC (1-(3-diethylaminopropyl)-3-(3-diethylaminopropylamino)-4-hydroxyindazole), Cl (hydrogen chloride), C(C)OCC (diethyl ether). The solvent is C(C)O (ethyl alcohol). The product is Cl.Cl.C(C)N(CCCN1N=C(C2=C(C=CC=C12)O)NCCCN(CC)CC)CC (1-(3-diethylaminopropyl)-3-(3-diethylaminopropylamino)-4-hydroxyindazole dihydrochloride). RXN SMILES: [CH2:1]([N:3]([CH2:26][CH3:27])[CH2:4][CH2:5][CH2:6][N:7]1[C:15]2[C:10](=[C:11]([OH:16])[CH:12]=[CH:13][CH:14]=2)[C:9]([NH:17][CH2:18][CH2:19][CH2:20][N:21]([CH2:24][CH3:25])[CH2:22][CH3:23])=[N:8]1)[CH3:2].[ClH:28].C(OCC)C>C(O)C>[ClH:28].[ClH:28].[CH2:26]([N:3]([CH2:1][CH3:2])[CH2:4][CH2:5][CH2:6][N:7]1[C:15]2[C:10](=[C:11]([OH:16])[CH:12]=[CH:13][CH:14]=2)[C:9]([NH:17][CH2:18][CH2:19][CH2:20][N:21]([CH2:22][CH3:23])[CH2:24][CH3:25])=[N:8]1)[CH3:27] |f:4.5.6|. Reported procedure: In 50 ml of absolute ethyl alcohol was dissolved 3.1 g of the 1-(3-diethylaminopropyl)-3-(3-diethylaminopropylamino)-4-hydroxyindazole, and into the solution was introduced dried hydrogen chloride gas under cooling with ice. Then to the solution was added anhydrous diethyl ether to separate crystals. The crystals were obtained by filtration and dried to give 1-(3-diethylaminopropyl)-3-(3-diethylaminopropylamino)-4-hydroxyindazole dihydrochloride having the following analytical value. The reactants are COCC1=C(C(=C(C(=O)Cl)C(=C1F)F)F)F (4-(methoxymethyl)-2,3,5,6-tetrafluorobenzoyl chloride), C(C)O (ethanol). Conditions: time 3 hour. Product: COCC1=C(C(=C(C(=O)OCC)C(=C1F)F)F)F (ethyl 4-(methoxymethyl)-2,3,5,6-tetrafluorobenzoate). As a reaction SMILES: [CH3:1][O:2][CH2:3][C:4]1[C:12]([F:13])=[C:11]([F:14])[C:7]([C:8](Cl)=[O:9])=[C:6]([F:15])[C:5]=1[F:16].[CH2:17]([OH:19])[CH3:18]>>[CH3:1][O:2][CH2:3][C:4]1[C:12]([F:13])=[C:11]([F:14])[C:7]([C:8]([O:19][CH2:17][CH3:18])=[O:9])=[C:6]([F:15])[C:5]=1[F:16]. Procedure details: The acid chloride from stage 1 (1.00 g) was dissolved in dry ethanol (5 cm3) and, when the initial exothermic reaction had subsided, the solution was stirred for a further 3 hours at the ambient temperature. The excess ethanol was evaporated under reduced pressure to yield ethyl 4-(methoxymethyl)-2,3,5,6-tetrafluorobenzoate (0.90 g) as a yellow oil. Reactants: ClC1=NC2=CC(=CC=C2N=C1)OC (2-chloro-7-methoxy-quinoxaline), O=C1CSC2=C(N1)C=C(C=C2)C=O (3-oxo-3,4-dihydro-2H-benzo[1,4]thiazine-6-carbaldehyde), BrCCCO (3-bromo-propan-1-ol), C(C)(C)(C)OC(NC1CNCCC1)=O (piperidin-3-yl-carbamic acid tert-butyl ester). RXN SMILES: Cl[C:2]1[CH:11]=[N:10][C:9]2[C:4](=[CH:5][C:6]([O:12][CH3:13])=[CH:7][CH:8]=2)[N:3]=1.Br[CH2:15][CH2:16][CH2:17][OH:18].C(O[C:24](=O)[NH:25][CH:26]1[CH2:31][CH2:30][CH2:29][NH:28][CH2:27]1)(C)(C)C.[O:33]=[C:34]1[NH:39][C:38]2[CH:40]=[C:41](C=O)[CH:42]=[CH:43][C:37]=2[S:36][CH2:35]1>>[CH3:13][O:12][C:6]1[CH:5]=[C:4]2[C:9]([N:10]=[CH:11][C:2]([O:18][CH:17]([N:28]3[CH2:29][CH2:30][CH2:31][CH:26]([NH:25][CH2:24][C:41]4[CH:42]=[CH:43][C:37]5[S:36][CH2:35][C:34](=[O:33])[NH:39][C:38]=5[CH:40]=4)[CH2:27]3)[CH2:16][CH3:15])=[N:3]2)=[CH:8][CH:7]=1. Procedure details: The title compound is prepared as a yellow amorphous lyophilizated solid following Scheme 1 and in analogy to Examples 1 and 9 using 2-chloro-7-methoxy-quinoxaline, 3-bromo-propan-1-ol, piperidin-3-yl-carbamic acid tert-butyl ester and 3-oxo-3,4-dihydro-2H-benzo[1,4]thiazine-6-carbaldehyde as starting materials. The product is COC1=CC=C2N=CC(=NC2=C1)OC(CC)N1CC(CCC1)NCC=1C=CC2=C(NC(CS2)=O)C1 (6-({1-[1-(7-methoxy-quinoxalin-2-yloxy)-propyl]-piperidin-3-ylamino}-methyl)-4H-benzo[1,4]thiazin-3-one).